This data is from the Open Reaction Database (ORD), a public repository of structured organic reaction records. The task is: describe an organic reaction: reactants, conditions, products, and yield The reactants are ClC1=CC=C(C=C1)C1=NN(C(=N1)CC(=O)O)CC ([3-(4-chlorophenyl)-1-ethyl-1H-1,2,4-triazol-5-yl]acetic acid), CN(C)C=O (DMF), C(C(=O)Cl)(=O)Cl (oxalyl chloride). The solvent is ClCCl (dichloromethane), ClCCl (dichloromethane). Run at time 8 hour. The product is ClC1=CC=C(C=C1)C1=NN(C(=N1)CC(=O)Cl)CC ([3-(4-chlorophenyl)-1-ethyl-1H-1,2,4-triazol-5-yl]acetyl chloride). Reaction SMILES: [Cl:1][C:2]1[CH:7]=[CH:6][C:5]([C:8]2[N:12]=[C:11]([CH2:13][C:14](O)=[O:15])[N:10]([CH2:17][CH3:18])[N:9]=2)=[CH:4][CH:3]=1.CN(C=O)C.C(Cl)(=O)C([Cl:27])=O>ClCCl>[Cl:1][C:2]1[CH:7]=[CH:6][C:5]([C:8]2[N:12]=[C:11]([CH2:13][C:14]([Cl:27])=[O:15])[N:10]([CH2:17][CH3:18])[N:9]=2)=[CH:4][CH:3]=1. Reported procedure: 1.2 mmol (318 mg) of [3-(4-chlorophenyl)-1-ethyl-1H-1,2,4-triazol-5-yl]acetic acid and 0.1 mmol (7 mg) of DMF are dissolved in 5 ml of anhydrous dichloromethane 1.3 mmol of oxalyl chloride (163 mg) in 3 ml of anhydrous dichloromethane are added dropwise. The solution is stirred at room temperature for 8 h and then concentrated under reduced pressure. The [3-(4-chlorophenyl)-1-ethyl-1H-1,2,4-triazol-5-yl]acetyl chloride obtained in this manner is processed further in crude form.